From a dataset of the Open Reaction Database (ORD), a public repository of structured organic reaction records. describe an organic reaction: reactants, conditions, products, and yield As a reaction SMILES: [C:1]([O-:2])(=[O:3])[O-:4].[CH3:22][S:23]([CH3:24])=[O:25].[CH3:7][C:8]1([CH3:19])[CH:9]([C:17]#[N:18])[CH:10]1[c:11]1[cH:12][cH:13][cH:14][cH:15][cH:16]1.[K+:5].[K+:6].[OH:20][OH:21]>>[O:2]=[C:17]([CH:9]1[C:8]([CH3:7])([CH3:19])[CH:10]1[c:11]1[cH:12][cH:13][cH:14][cH:15][cH:16]1)[NH2:18]. The reactants are O=C([O-])[O-], CS(C)=O, CC1(C)C(C#N)C1c1ccccc1, [K+], [K+], OO. The product is CC1(C)C(C(N)=O)C1c1ccccc1. The reactants are O (water), COC1=CC=C(C=C1)S (4-methoxythiophenol), BrCCCC(=O)OCC (ethyl 4-bromobutyrate), C([O-])([O-])=O.[K+].[K+] (potassium carbonate). Solvent: CN(C)C=O (DMF). Reaction conditions: time 4 hour. Yields the product COC1=CC=C(C=C1)SCCCC(=O)O (4-[(4-methoxyphenyl)thio]butyric acid). Yield: 84.0%. Reaction SMILES: [CH3:1][O:2][C:3]1[CH:8]=[CH:7][C:6]([SH:9])=[CH:5][CH:4]=1.Br[CH2:11][CH2:12][CH2:13][C:14]([O:16]CC)=[O:15].C(=O)([O-])[O-].[K+].[K+].O>CN(C=O)C>[CH3:1][O:2][C:3]1[CH:8]=[CH:7][C:6]([S:9][CH2:11][CH2:12][CH2:13][C:14]([OH:16])=[O:15])=[CH:5][CH:4]=1 |f:2.3.4|. Procedure: A solution of 4-methoxythiophenol (9.66 g), ethyl 4-bromobutyrate (13.5 g) and potassium carbonate (18.8 g) in DMF (200 ml) was stirred at room temperature for 4 hours. The reaction mixture was mixed with water and was extracted with ethyl acetate. The organic layer was washed with water and an aqueous saturated solution of sodium chloride, and was dried with magnesium sulfate. After concentration under reduced pressure, into a solution of the residue in ethanol (200 ml) was added at room temper... As a reaction SMILES: [CH2:1]([CH2:2][CH2:3][CH3:4])[O:5][CH2:6][CH2:7][O:8][c:9]1[cH:10][cH:11][c:12](-[c:15]2[cH:16][cH:17][c:18]3[c:19]([cH:44]2)[CH:20]=[C:21]([C:27](=[O:28])[NH:29][c:30]2[cH:31][cH:32][c:33]([CH:36]([c:37]4[n:38][cH:39][cH:40][cH:41][cH:42]4)[OH:43])[cH:34][cH:35]2)[CH2:22][CH2:23][N:24]3[CH:25]=[O:26])[cH:13][cH:14]1.[Cl:63][CH2:64][Cl:65].[Na+:61].[Na+:62].[OH:45][O:46][C:47]([c:48]1[cH:49][c:50]([Cl:51])[cH:52][cH:53][cH:54]1)=[O:55].[S:56]([O-:57])([O-:58])(=[O:59])=[S:60]>>[CH2:1]([CH2:2][CH2:3][CH3:4])[O:5][CH2:6][CH2:7][O:8][c:9]1[cH:10][cH:11][c:12](-[c:15]2[cH:16][cH:17][c:18]3[c:19]([cH:44]2)[CH:20]=[C:21]([C:27](=[O:28])[NH:29][c:30]2[cH:31][cH:32][c:33]([CH:36]([c:37]4[n+:38]([O-:45])[cH:39][cH:40][cH:41][cH:42]4)[OH:43])[cH:34][cH:35]2)[CH2:22][CH2:23][N:24]3[CH:25]=[O:26])[cH:13][cH:14]1. The reactants are CCCCOCCOc1ccc(-c2ccc3c(c2)C=C(C(=O)Nc2ccc(C(O)c4ccccn4)cc2)CCN3C=O)cc1, ClCCl, [Na+], [Na+], O=C(OO)c1cccc(Cl)c1, O=S([O-])([O-])=S. The product is CCCCOCCOc1ccc(-c2ccc3c(c2)C=C(C(=O)Nc2ccc(C(O)c4cccc[n+]4[O-])cc2)CCN3C=O)cc1. Starting materials: CC(=CC=O)C (dimethyl acroleine), CC1=C(C=CC=C1OCC)O (2-methyl-3-ethoxy-phenol). Reagents/catalysts: [O-]CC.[O-]CC.[O-]CC.[O-]CC.[Ti+4] (titanium tetraethoxide). Run in C1(=CC=CC=C1)C (toluene), [Cl-].[NH4+] (ammonium chloride), C1(=CC=CC=C1)C (toluene), C1(=CC=CC=C1)C (toluene). Conditions: time 8 hour. Yields the product C(C)OC1=CC=C2C=CC(OC2=C1C)(C)C (7-ethoxy-2,2,8-trimethyl-2H-chromene). Yield: 46.7%. RXN SMILES: [CH3:1][C:2]1[C:7]([O:8][CH2:9][CH3:10])=[CH:6][CH:5]=[CH:4][C:3]=1[OH:11].[CH3:12][C:13]([CH3:17])=[CH:14][CH:15]=O>C1(C)C=CC=CC=1.[Cl-].[NH4+].[O-]CC.[O-]CC.[O-]CC.[O-]CC.[Ti+4]>[CH2:9]([O:8][C:7]1[C:2]([CH3:1])=[C:3]2[C:4]([CH:15]=[CH:14][C:13]([CH3:17])([CH3:12])[O:11]2)=[CH:5][CH:6]=1)[CH3:10] |f:3.4,5.6.7.8.9|. Reported procedure: To a solution of 5.7 g (25 millimoles) of titanium tetraethoxide in 50 ml of toluene a solution of 13.8 g (100 millimoles) of 2-methyl-3-ethoxy-phenol and 50 ml of toluene is added at 20° C. under nitrogen. The orangered solution is heated to boiling for an hour, and subjected to slow distillation until the ethanol is removed. The mixture is cooled to room temperature and a mixture of 10.6 g (150 millimoles) of dimethyl acroleine and 200 ml of toluene is added dropwise. The reaction mixture is h...